Dataset: the Open Reaction Database (ORD), a public repository of structured organic reaction records. Task: describe an organic reaction: reactants, conditions, products, and yield Reactants: CC(=O)Cl, CO, O=C(O)C1CC(O)CN1, O=S(Cl)Cl. The product is Cl, COC(=O)C1CC(O)CN1. RXN SMILES: [C:10](=[O:11])([CH3:12])[Cl:13].[CH3:18][OH:19].[OH:1][CH:2]1[CH2:3][NH:4][CH:5]([C:7]([OH:8])=[O:9])[CH2:6]1.[S:14]([Cl:15])([Cl:16])=[O:17]>>[ClH:13].[OH:1][CH:2]1[CH2:3][NH:4][CH:5]([C:7]([O:8][CH3:10])=[O:9])[CH2:6]1. Reactants: O=C([O-])[O-], ClCCl, [K+], [K+], Fc1cc(C2OCCCO2)ccc1-c1nc2cnc(Cl)cc2s1, C1COCCO1, O, C=C(B(O)O)c1ccccc1. Product: C=C(c1ccccc1)c1cc2sc(-c3ccc(C4OCCCO4)cc3F)nc2cn1. As a reaction SMILES: [C:24](=[O:25])([O-:26])[O-:27].[Cl:41][CH2:42][Cl:43].[K+:28].[K+:29].[O:1]1[CH:2]([c:7]2[cH:8][c:9]([F:23])[c:10](-[c:13]3[s:14][c:15]4[c:16]([cH:17][n:18][c:19]([Cl:21])[cH:20]4)[n:22]3)[cH:11][cH:12]2)[O:3][CH2:4][CH2:5][CH2:6]1.[O:44]1[CH2:45][CH2:46][O:47][CH2:48][CH2:49]1.[OH2:50].[c:30]1([C:36](=[CH2:37])[B:38]([OH:39])[OH:40])[cH:31][cH:32][cH:33][cH:34][cH:35]1>>[O:1]1[CH:2]([c:7]2[cH:8][c:9]([F:23])[c:10](-[c:13]3[s:14][c:15]4[c:16]([cH:17][n:18][c:19]([C:36]([c:30]5[cH:31][cH:32][cH:33][cH:34][cH:35]5)=[CH2:37])[cH:20]4)[n:22]3)[cH:11][cH:12]2)[O:3][CH2:4][CH2:5][CH2:6]1.